From a dataset of the Open Reaction Database (ORD), a public repository of structured organic reaction records. describe an organic reaction: reactants, conditions, products, and yield Starting materials: Methyl and ethyl ester, C(C)OC(=O)C=1C(=NN(C1)C1=NC=CC=C1F)CBr (3-bromomethyl-1-(3-fluoro-pyridin-2-yl)-1H-pyrazole-4-carboxylic acid ethyl ester), [I-].[K+] (potassium iodide), C([O-])([O-])=O.[K+].[K+] (potassium carbonate), CO (methanol). Run in CC(=O)C (acetone). Conditions: time 48 hour. Product: FC=1C(=NC=CC1)N1N=C(C(=C1)C(=O)OCC)COC (Ethyl 1-(3-fluoro-2-pyridyl)-3-(methoxymethyl)pyrazole-4-carboxylate). RXN SMILES: [CH2:1]([O:3][C:4]([C:6]1[C:7]([CH2:18]Br)=[N:8][N:9]([C:11]2[C:16]([F:17])=[CH:15][CH:14]=[CH:13][N:12]=2)[CH:10]=1)=[O:5])[CH3:2].[I-].[K+].[C:22](=O)([O-])[O-:23].[K+].[K+].CO>CC(C)=O>[F:17][C:16]1[C:11]([N:9]2[CH:10]=[C:6]([C:4]([O:3][CH2:1][CH3:2])=[O:5])[C:7]([CH2:18][O:23][CH3:22])=[N:8]2)=[N:12][CH:13]=[CH:14][CH:15]=1 |f:1.2,3.4.5|. Procedure details: To a solution of 3-bromomethyl-1-(3-fluoro-pyridin-2-yl)-1H-pyrazole-4-carboxylic acid ethyl ester (1.13 g, 3.44 mmol) in acetone (23 mL), potassium iodide (200.1 mg), potassium carbonate (865.33 mg) and methanol (4.18 mL) are added. The mixture is stirred at room temperature for 48 hours. Methyl and ethyl ester of the desired compound are detected. Solvents are evaporated. Residue is diluted with dichloromethane and washed with water. Organic layer is decanted, dried over magnesium sulfate and ...